From a dataset of the Open Reaction Database (ORD), a public repository of structured organic reaction records. describe an organic reaction: reactants, conditions, products, and yield The reactants are CC1=C(SC=C1)C(=O)O (3-Methyl-thiophene-2-carboxylic acid), [O-][Mn](=O)(=O)=O.[K+] (KMnO4), [OH-].[Na+] (NaOH), [O-][Mn](=O)(=O)=O.[K+] (KMnO4), [O-][Mn](=O)(=O)=O.[K+] (KMnO4). Conditions: time 30 minute. Procedure details: A solution of 3-Methyl-thiophene-2-carboxylic acid (0.5 mol; 71.09 g) in aqueous 15% NaOH (2300 ml) was heated to 75-80° C. before KMnO4 (0.42 mol; 67.05 g) was added with stirring. After stirring at 75-80° C. for 30 min another portion of KMnO4 (0.42 mol; 67.05 g) was added. This was repeated another three times. After adding the last portion of KMnO4, stirring was continued at 75-80° C. for 30 min before the mixture was refluxed for 3 h with stirring. The hot mixture was submitted to vacuum fi... RXN SMILES: [CH3:1][C:2]1[CH:6]=[CH:5][S:4][C:3]=1[C:7]([OH:9])=[O:8].[O-:10][Mn](=O)(=O)=O.[K+].[OH-:16].[Na+]>>[S:4]1[CH:5]=[CH:6][C:2]([C:1]([OH:10])=[O:16])=[C:3]1[C:7]([OH:9])=[O:8] |f:1.2,3.4|. Product: S1C(=C(C=C1)C(=O)O)C(=O)O (Thiophene-2,3-dicarboxylic acid), solid. Reactants: CCOc1c(C(C)C)cc(C(C)C)cc1C(O)c1cc(Br)ccc1F, ClCCl, O=[Cr](=O)([O-])Cl, c1cc[nH+]cc1. Yields the product CCOc1c(C(=O)c2cc(Br)ccc2F)cc(C(C)C)cc1C(C)C. RXN SMILES: [Br:1][c:2]1[cH:3][cH:4][c:5]([F:25])[c:6]([CH:8]([OH:9])[c:10]2[c:11]([O:22][CH2:23][CH3:24])[c:12]([CH:19]([CH3:20])[CH3:21])[cH:13][c:14]([CH:16]([CH3:17])[CH3:18])[cH:15]2)[cH:7]1.[Cl:37][CH2:38][Cl:39].[O:26]=[Cr:27]([Cl:28])([O-:29])=[O:30].[nH+:31]1[cH:32][cH:33][cH:34][cH:35][cH:36]1>>[Br:1][c:2]1[cH:3][cH:4][c:5]([F:25])[c:6]([C:8](=[O:9])[c:10]2[c:11]([O:22][CH2:23][CH3:24])[c:12]([CH:19]([CH3:20])[CH3:21])[cH:13][c:14]([CH:16]([CH3:17])[CH3:18])[cH:15]2)[cH:7]1. Reactants: C1(=C(C=CC=C1)B(O)O)C (o-tolylboronic acid), BrC1=C(C=C(C=C1)Br)[N+](=O)[O-] (2,5-dibromonitrobenzene), C([O-])([O-])=O.[K+].[K+] (potassium carbonate). The reagents and catalysts are C=1C=CC(=CC1)[P](C=2C=CC=CC2)(C=3C=CC=CC3)[Pd]([P](C=4C=CC=CC4)(C=5C=CC=CC5)C=6C=CC=CC6)([P](C=7C=CC=CC7)(C=8C=CC=CC8)C=9C=CC=CC9)[P](C=1C=CC=CC1)(C=1C=CC=CC1)C=1C=CC=CC1 (Pd(PPh3)4). Solvent: O (water), C1CCOC1 (THF). The product is CC1=C(C=CC=C1)C1=C(C=C(C=C1)C1=C(C=CC=C1)C)[N+](=O)[O-] (2,2″-dimethyl-2′-nitro-p-terphenyl). RXN SMILES: [C:1]1([CH3:10])[CH:6]=[CH:5][CH:4]=[CH:3][C:2]=1B(O)O.Br[C:12]1[CH:17]=[CH:16][C:15](Br)=[CH:14][C:13]=1[N+:19]([O-:21])=[O:20].C(=O)([O-])[O-].[K+].[K+]>O.C1COCC1.C1C=CC([P]([Pd]([P](C2C=CC=CC=2)(C2C=CC=CC=2)C2C=CC=CC=2)([P](C2C=CC=CC=2)(C2C=CC=CC=2)C2C=CC=CC=2)[P](C2C=CC=CC=2)(C2C=CC=CC=2)C2C=CC=CC=2)(C2C=CC=CC=2)C2C=CC=CC=2)=CC=1>[CH3:10][C:1]1[CH:6]=[CH:5][CH:4]=[CH:3][C:2]=1[C:12]1[CH:17]=[CH:16][C:15]([C:2]2[CH:3]=[CH:4][CH:5]=[CH:6][C:1]=2[CH3:10])=[CH:14][C:13]=1[N+:19]([O-:21])=[O:20] |f:2.3.4,^1:37,39,58,77|. Procedure: 5.46 g (4.7 mmol) of Pd(PPh3)4 are added to a well-stirred, degassed suspension of 155 g (1140 mmol) of o-tolylboronic acid, 133.4 g (474.9 mmol) of 2,5-dibromonitrobenzene and 305.3 g (1435 mmol) of potassium carbonate in a mixture of 250 ml of water and 250 ml of THF, and the mixture is heated under reflux for 20 h. After cooling, the organic phase is separated off, washed three times with 200 ml of water and once with 200 ml of saturated, aqueous sodium chloride solution, dried over magnesium... Reactants: [Al+3], CCOC(=O)c1cnc(SC)nc1NCc1ccc(OC)c(Cl)c1, [H-], [H-], [H-], [H-], [Li+], [Mg+2], [Na+], O=S(=O)([O-])[O-], C1CCOC1, [OH-], O. Yields the product COc1ccc(CNc2nc(SC)ncc2CO)cc1Cl. As a reaction SMILES: [Al+3:2].[CH3:7][S:8][c:9]1[n:10][cH:11][c:12]([C:26](=[O:27])[O:28][CH2:29][CH3:30])[c:13]([NH:15][CH2:16][c:17]2[cH:18][c:19]([Cl:25])[c:20]([O:23][CH3:24])[cH:21][cH:22]2)[n:14]1.[H-:1].[H-:4].[H-:5].[H-:6].[Li+:3].[Mg+2:33].[Na+:32].[O-:34][S:35](=[O:36])(=[O:37])[O-:38].[O:39]1[CH2:40][CH2:41][CH2:42][CH2:43]1.[OH-:31].[OH2:44]>>[CH3:7][S:8][c:9]1[n:10][cH:11][c:12]([CH2:26][OH:27])[c:13]([NH:15][CH2:16][c:17]2[cH:18][c:19]([Cl:25])[c:20]([O:23][CH3:24])[cH:21][cH:22]2)[n:14]1. The reactants are C1CCOC1, COC(=O)c1ccc(CN(C)c2ccc(OCc3c(C(F)(F)F)nnn3-c3c(Cl)cccc3Cl)cc2C)cc1C, CO, [K+], [OH-]. Yields the product Cc1cc(CN(C)c2ccc(OCc3c(C(F)(F)F)nnn3-c3c(Cl)cccc3Cl)cc2C)ccc1C(=O)O. Reaction SMILES: [CH2:45]1[O:46][CH2:47][CH2:48][CH2:49]1.[CH3:1][O:2][C:3]([c:4]1[c:5]([CH3:39])[cH:6][c:7]([CH2:10][N:11]([CH3:12])[c:13]2[c:14]([CH3:38])[cH:15][c:16]([O:19][CH2:20][c:21]3[n:22](-[c:30]4[c:31]([Cl:37])[cH:32][cH:33][cH:34][c:35]4[Cl:36])[n:23][n:24][c:25]3[C:26]([F:27])([F:28])[F:29])[cH:17][cH:18]2)[cH:8][cH:9]1)=[O:40].[CH3:43][OH:44].[K+:42].[OH-:41]>>[O:2]=[C:3]([c:4]1[c:5]([CH3:39])[cH:6][c:7]([CH2:10][N:11]([CH3:12])[c:13]2[c:14]([CH3:38])[cH:15][c:16]([O:19][CH2:20][c:21]3[n:22](-[c:30]4[c:31]([Cl:37])[cH:32][cH:33][cH:34][c:35]4[Cl:36])[n:23][n:24][c:25]3[C:26]([F:27])([F:28])[F:29])[cH:17][cH:18]2)[cH:8][cH:9]1)[OH:40]. The reactants are [BH3-]C#N, CCNCC, CO, Cl, [N-]=[N+]=NCC(=O)c1cccc2ccccc12, [Na+]. The product is CCN(CC)C(CN=[N+]=[N-])c1cccc2ccccc12. Reaction SMILES: [C:23]([BH3-:24])#[N:25].[CH2:17]([CH3:18])[NH:19][CH2:20][CH3:21].[CH3:27][OH:28].[ClH:22].[N:1](=[N+:2]=[N-:3])[CH2:4][C:5](=[O:6])[c:7]1[cH:8][cH:9][cH:10][c:11]2[cH:12][cH:13][cH:14][cH:15][c:16]12.[Na+:26]>>[N:1](=[N+:2]=[N-:3])[CH2:4][CH:5]([c:7]1[cH:8][cH:9][cH:10][c:11]2[cH:12][cH:13][cH:14][cH:15][c:16]12)[N:19]([CH2:17][CH3:18])[CH2:20][CH3:21]. Starting materials: BrC1=CC=2C3=C(COC2C=C1)C=C(S3)C(=O)N(C)C3=C(C=C(C=C3)F)F (8-bromo-N-(2,4-difluorophenyl)-N-methyl-4H-thieno[3,2-c]chromene-2-carboxamide), CN1CCNCC1 (N-methylpiperazine). Product: FC1=C(C=CC(=C1)F)N(C(=O)C1=CC=2COC=3C=CC(=CC3C2S1)N1CCN(CC1)C)C (N-(2,4-difluorophenyl)-N-methyl-8-(4-methylpiperazin-1-yl)-4H-thieno[3,2-c]chromene-2-carboxamide). Reported procedure: Following Example 70 and General Procedure D, 8-bromo-N-(2,4-difluorophenyl)-N-methyl-4H-thieno[3,2-c]chromene-2-carboxamide 160bp and N-methylpiperazine were reacted to give 128bp. 1H NMR (400 MHz, CDCl3) δ 7.30 (m, 1H), 6.94-7.00 (m, 2H), 6.85 (m, 1H), 6.75-6.82 (m, 2H), 6.68 (s, 1H), 5.03 (s, 2H), 3.69 (m, 2H), 3.46 (m, 2H), 3.39 (s, 3H), 3.30 (m, 2H), 3.07 (m, 2H), 2.90 (s, 3H). LCMS (ESI) m/z: 456.2. As a reaction SMILES: Br[C:2]1[CH:11]=[CH:10][C:9]2[O:8][CH2:7][C:6]3[CH:12]=[C:13]([C:15]([N:17]([C:19]4[CH:24]=[CH:23][C:22]([F:25])=[CH:21][C:20]=4[F:26])[CH3:18])=[O:16])[S:14][C:5]=3[C:4]=2[CH:3]=1.[CH3:27][N:28]1[CH2:33][CH2:32][NH:31][CH2:30][CH2:29]1>>[F:26][C:20]1[CH:21]=[C:22]([F:25])[CH:23]=[CH:24][C:19]=1[N:17]([CH3:18])[C:15]([C:13]1[S:14][C:5]2[C:4]3[CH:3]=[C:2]([N:31]4[CH2:32][CH2:33][N:28]([CH3:27])[CH2:29][CH2:30]4)[CH:11]=[CH:10][C:9]=3[O:8][CH2:7][C:6]=2[CH:12]=1)=[O:16].